Dataset: the Open Reaction Database (ORD), a public repository of structured organic reaction records. Task: describe an organic reaction: reactants, conditions, products, and yield Procedure details: The product of step (c) (0.6 g, 0.0024 M), dimethyl acetylene dicarboxylate (0.33 ml, 0.0027 M) and "Triton B" (2 drops) were heated under reflux for 6 hours in dry ethanol (10 ml). The reaction mixture was cooled, NaOH (0.6 g, 14.6 mmol) in water (6 ml) was added and refluxing continued for 1 hour. The whole was cooled, poured into dil. HCl, extracted into ethyl acetate and washed with brine before drying over MgSO4 and evaporating to dryness to yield the sub-title compound as a pale yellow sol... The product is O=C1C=C(OC2=C1C=C1C=C(NC1=C2CCC)C(=O)O)C(=O)O (4-Oxo-9-propyl-4H,8H-pyrano[3,2-f]indole-2,7-dicarboxylic acid). Reactants: [OH-].[Na+] (NaOH), OC1=CC=C2C=C(NC2=C1CCC)C(=O)OCC (Ethyl 6-hydroxy-7-propyl-1H-indole-2-carboxylate), C(#CC(=O)OC)C(=O)OC (dimethyl acetylene dicarboxylate), Cl (HCl). Reaction SMILES: [OH:1][C:2]1[C:10]([CH2:11][CH2:12][CH3:13])=[C:9]2[C:5]([CH:6]=[C:7]([C:14]([O:16]CC)=[O:15])[NH:8]2)=[CH:4][CH:3]=1.[C:19]([C:25](OC)=[O:26])#[C:20][C:21]([O:23]C)=[O:22].[OH-].[Na+].Cl>C(O)C.O>[O:26]=[C:25]1[C:3]2[CH:4]=[C:5]3[C:9](=[C:10]([CH2:11][CH2:12][CH3:13])[C:2]=2[O:1][C:20]([C:21]([OH:23])=[O:22])=[CH:19]1)[NH:8][C:7]([C:14]([OH:16])=[O:15])=[CH:6]3 |f:2.3|. The solvent is O (water), C(C)O (ethanol). Run at time 1 hour. Starting materials: COc1c(Cl)c(C)c(C(C)=O)c(OCCBr)c1OCCC(C)c1ccc(F)cc1, CC1COCCN1. Product: COc1c(Cl)c(C)c(C(C)=O)c(OCCN2CCOCC2C)c1OCCC(C)c1ccc(F)cc1. Reaction SMILES: [Br:1][CH2:2][CH2:3][O:4][c:5]1[c:6]([C:27]([CH3:28])=[O:29])[c:7]([CH3:26])[c:8]([Cl:25])[c:9]([O:23][CH3:24])[c:10]1[O:11][CH2:12][CH2:13][CH:14]([CH3:15])[c:16]1[cH:17][cH:18][c:19]([F:22])[cH:20][cH:21]1.[CH3:30][CH:31]1[CH2:32][O:33][CH2:34][CH2:35][NH:36]1>>[CH2:2]([CH2:3][O:4][c:5]1[c:6]([C:27]([CH3:28])=[O:29])[c:7]([CH3:26])[c:8]([Cl:25])[c:9]([O:23][CH3:24])[c:10]1[O:11][CH2:12][CH2:13][CH:14]([CH3:15])[c:16]1[cH:17][cH:18][c:19]([F:22])[cH:20][cH:21]1)[N:36]1[CH:31]([CH3:30])[CH2:32][O:33][CH2:34][CH2:35]1. The reactants are COC(=O)c1cc(Cc2cccc(Cl)c2F)c(OC)cc1F, CN1CCCC1=O, [Na+], [OH-], O. RXN SMILES: [CH3:1][O:2][C:3]([c:4]1[c:5]([F:21])[cH:6][c:7]([O:19][CH3:20])[c:8]([CH2:10][c:11]2[c:12]([F:18])[c:13]([Cl:17])[cH:14][cH:15][cH:16]2)[cH:9]1)=[O:22].[CH3:26][N:27]1[CH2:28][CH2:29][CH2:30][C:31]1=[O:32].[Na+:24].[OH-:23].[OH2:25]>>[O:2]=[C:3]([c:4]1[c:5]([F:21])[cH:6][c:7]([O:19][CH3:20])[c:8]([CH2:10][c:11]2[c:12]([F:18])[c:13]([Cl:17])[cH:14][cH:15][cH:16]2)[cH:9]1)[OH:22]. The product is COc1cc(F)c(C(=O)O)cc1Cc1cccc(Cl)c1F.